Dataset: the Open Reaction Database (ORD), a public repository of structured organic reaction records. Task: describe an organic reaction: reactants, conditions, products, and yield Reactants: CC(=O)O[BH-](OC(C)=O)OC(C)=O, C1CCOC1, CC(=O)O, COC(=O)c1ccc(C=O)cc1, CC(Cl)Cl, COc1ccc2nc(N)sc2c1, [Na+]. The product is COC(=O)c1ccc(CNc2nc3ccc(OC)cc3s2)cc1. As a reaction SMILES: [C:25]([O:26][BH-:27]([O:28][C:29](=[O:30])[CH3:31])[O:32][C:33](=[O:34])[CH3:35])(=[O:36])[CH3:37].[CH2:47]1[O:48][CH2:49][CH2:50][CH2:51]1.[CH3:39][C:40](=[O:41])[OH:42].[CH:13](=[O:14])[c:15]1[cH:16][cH:17][c:18]([C:19](=[O:20])[O:21][CH3:22])[cH:23][cH:24]1.[Cl:43][CH:44]([Cl:45])[CH3:46].[NH2:1][c:2]1[s:3][c:4]2[c:5]([n:6]1)[cH:7][cH:8][c:9]([O:11][CH3:12])[cH:10]2.[Na+:38]>>[NH:1]([c:2]1[s:3][c:4]2[c:5]([n:6]1)[cH:7][cH:8][c:9]([O:11][CH3:12])[cH:10]2)[CH2:13][c:15]1[cH:16][cH:17][c:18]([C:19](=[O:20])[O:21][CH3:22])[cH:23][cH:24]1. Reactants: 10, CN1CCNCC1 (1-methylpiperazine), ClC1=C(C(=CC(=C1)N1N=CC(NC1=O)=O)Cl)C(C(=O)Cl)C1=CC=C(C=C1)Cl (2,6-dichloro-α-(4-chlorophenyl)-4-(4,5-dihydro-3,5-dioxo-1,2,4-triazin-2(3H)-yl)benzeneacetyl chloride). Solvent: O1CCCC1 (tetrahydrofuran), O1CCCC1 (tetrahydrofuran). Conditions: time 2 hour. The product is ClC1=CC=C(C=C1)C(C(=O)N1CCN(CC1)C)C1=C(C=C(C=C1Cl)N1N=CC(NC1=O)=O)Cl (1-[2-(4-chlorophenyl)-2-[2,6-dichloro-4-(4,5-dihydro-3,5-dioxo-1,2,4-triazin-2(3H)-yl)phenyl]acetyl]-4-methylpiperazine). The yield is 62.8%. As a reaction SMILES: [CH3:1][N:2]1[CH2:7][CH2:6][NH:5][CH2:4][CH2:3]1.[Cl:8][C:9]1[CH:14]=[C:13]([N:15]2[C:20](=[O:21])[NH:19][C:18](=[O:22])[CH:17]=[N:16]2)[CH:12]=[C:11]([Cl:23])[C:10]=1[CH:24]([C:28]1[CH:33]=[CH:32][C:31]([Cl:34])=[CH:30][CH:29]=1)[C:25](Cl)=[O:26]>O1CCCC1>[Cl:34][C:31]1[CH:32]=[CH:33][C:28]([CH:24]([C:10]2[C:9]([Cl:8])=[CH:14][C:13]([N:15]3[C:20](=[O:21])[NH:19][C:18](=[O:22])[CH:17]=[N:16]3)=[CH:12][C:11]=2[Cl:23])[C:25]([N:5]2[CH2:6][CH2:7][N:2]([CH3:1])[CH2:3][CH2:4]2)=[O:26])=[CH:29][CH:30]=1. Reported procedure: To a stirred mixture of 10 parts of 1-methylpiperazine in 45 parts of tetrahydrofuran was added dropwise a solution of 6.7 parts of 2,6-dichloro-α-(4-chlorophenyl)-4-(4,5-dihydro-3,5-dioxo-1,2,4-triazin-2(3H)-yl)benzeneacetyl chloride in 45 parts of tetrahydrofuran during a period of 5 minutes. Upon complete addition, stirring was continued for 2 hours at room temperature. After evaporation in vacuo, the residue was purified by column chromatography over silica gel using a mixture of trichlorome... Reactants: CC(C)(C)OC(=O)N1CCC(CO)CC1, CCOC(=O)C(C)(CC)NC(=O)c1cc(Cl)c2ccccc2c1O, C1CCOC1, c1ccc(P(c2ccccc2)c2ccccc2)cc1. Yields the product CCOC(=O)C(C)(CC)NC(=O)c1cc(Cl)c2ccccc2c1OCC1CCN(C(=O)OC(C)(C)C)CC1. As a reaction SMILES: [C:25]([CH3:26])([CH3:27])([CH3:28])[O:29][C:30](=[O:31])[N:32]1[CH2:33][CH2:34][CH:35]([CH2:38][OH:39])[CH2:36][CH2:37]1.[CH2:1]([CH3:2])[O:3][C:4]([C:5]([CH2:6][CH3:7])([CH3:8])[NH:9][C:10](=[O:11])[c:12]1[c:13]([OH:23])[c:14]2[cH:15][cH:16][cH:17][cH:18][c:19]2[c:20]([Cl:22])[cH:21]1)=[O:24].[CH2:59]1[O:60][CH2:61][CH2:62][CH2:63]1.[c:40]1([P:41]([c:42]2[cH:43][cH:44][cH:45][cH:46][cH:47]2)[c:48]2[cH:49][cH:50][cH:51][cH:52][cH:53]2)[cH:54][cH:55][cH:56][cH:57][cH:58]1>>[CH2:1]([CH3:2])[O:3][C:4]([C:5]([CH2:6][CH3:7])([CH3:8])[NH:9][C:10](=[O:11])[c:12]1[c:13]([O:23][CH2:38][CH:35]2[CH2:34][CH2:33][N:32]([C:30]([O:29][C:25]([CH3:26])([CH3:27])[CH3:28])=[O:31])[CH2:37][CH2:36]2)[c:14]2[cH:15][cH:16][cH:17][cH:18][c:19]2[c:20]([Cl:22])[cH:21]1)=[O:24]. The reactants are CB1OB(OB(O1)C)C (Trimethylboroxin), BrC1=CC(=NC(=C1N)Br)C#N (4,6-dibromo-5-amino-2-cyanopyridine), O1CCOCC1 (1,4-dioxane). Reagents/catalysts: C([O-])([O-])=O.[K+].[K+] (potassium carbonate). Run in O (water). The product is NC=1C(=CC(=NC1C)C#N)C (5-amino-4,6-dimethylpicolinonitrile). Reaction SMILES: BrC1[C:7]([NH2:8])=[C:6](Br)[N:5]=[C:4]([C:10]#[N:11])[CH:3]=1.[CH3:12]B1OB(C)OB(C)O1.O1[CH2:26][CH2:25]OCC1>O.C(=O)([O-])[O-].[K+].[K+]>[NH2:11][C:10]1[C:25]([CH3:26])=[CH:12][C:6]([C:7]#[N:8])=[N:5][C:4]=1[CH3:3] |f:4.5.6|. Reported procedure: 4,6-dibromo-5-amino-2-cyanopyridine (1 g) was dissolved in a mixed solvent of 1,4-dioxane (10 mL) and water (1 mL). Trimethylboroxin (1.3 g), Pd(dppf)Cl2-DCM complex (264 mg) and potassium carbonate (1.5 mg) were added to the solution, and the mixture was reacted using a microwave reactor at 140° C. for four hours. The reaction mixture was returned to mom temperature and then partitioned by adding ethyl acetate and water. The organic layer was washed with brine and dried over anhydrous magnesium... The reactants are C(=O)(O)[O-].[Na+] (NaHCO3), ClC=1C=NC2=NC=CC=C2C1C (3-chloro-4-methyl-[1,8]naphthyridine), O (water), [Se](=O)=O (selenium dioxide), O (water). Solvent: O1CCOCC1 (dioxane), C(Cl)Cl (DCM). Conditions: temperature 110 celsius. The product is ClC=1C=NC2=NC=CC=C2C1C=O (3-chloro-[1,8]naphthyridine-4-carbaldehyde). Yield: 31.1%. As a reaction SMILES: [Cl:1][C:2]1[CH:3]=[N:4][C:5]2[C:10]([C:11]=1[CH3:12])=[CH:9][CH:8]=[CH:7][N:6]=2.O.[Se](=O)=[O:15].C([O-])(O)=O.[Na+]>O1CCOCC1.C(Cl)Cl>[Cl:1][C:2]1[CH:3]=[N:4][C:5]2[C:10]([C:11]=1[CH:12]=[O:15])=[CH:9][CH:8]=[CH:7][N:6]=2 |f:3.4|. Procedure: 3-Chloro4-methyl-[1,8]naphthyridine (3.0 g, 16.7 mmol) from Step 3 was dissolved in 4:1 dioxane:water (30 mL) and selenium dioxide (5.9 g, 50.4 mmol) was added. The reaction mixture was heated (110° C.) for 2.5 h, cooled to RT, poured into satd. aq. NaHCO3 (30 mL) and water (10 mL). The mixture was subsequently treated with DCM (80 mL) and the solids filtered off through Celite and rinsing the filter cake with DCM. After separating the aqueous and organic layers, the aqueous phase was re-extract... Starting materials: Cl (Hydrochloric acid), C(C#CCCC)(=O)O (2-hexynoic acid), C1(CC1)N (cyclopropylamine), Cl.CN(CCCN=C=NCC)C (1-(3-dimethylaminopropyl)-3-ethylcarbodiimide hydrochloride), O.ON1N=NC2=C1C=CC=C2 (1-hydroxybenzotriazole hydrate). Solvent: ClCCl (dichloromethane), ClCCl (dichloromethane). Reaction conditions: time 18 hour. Product: C1(CC1)NC(C#CCCC)=O (N-cyclopropyl-2-hexynamide). The yield is 89.0%. Reaction SMILES: [C:1]([OH:8])(=O)[C:2]#[C:3][CH2:4][CH2:5][CH3:6].[CH:9]1([NH2:12])[CH2:11][CH2:10]1.Cl.CN(C)CCCN=C=NCC.O.ON1C2C=CC=CC=2N=N1.Cl>ClCCl>[CH:9]1([NH:12][C:1](=[O:8])[C:2]#[C:3][CH2:4][CH2:5][CH3:6])[CH2:11][CH2:10]1 |f:2.3,4.5|. Procedure: A solution of 2-hexynoic acid (5.03 g) and cyclopropylamine (2.70 g) in dichloromethane (75 ml), and a solution of 1-(3-dimethylaminopropyl)-3-ethylcarbodiimide hydrochloride (9.00 g) and 1-hydroxybenzotriazole hydrate (7.19 g) in dichloromethane (75 ml) were mixed, and the mixture was stirred at room temperature for 18 hr. 1N Hydrochloric acid (200 ml) was added, and the mixture was extracted with dichloromethane. The organic layer was washed with 5% aqueous sodium hydrogen carbonate solution, ... Starting materials: FC=1C=C(C=C(C1)F)CC(=O)N[C@H](C(=O)N[C@@H]1[C@@H](SC2=C(NC1=O)C=CC=C2)C2=C(C=CC(=C2)F)F)CO ((2S)-2-{[(3,5-difluorophenyl)acetyl]amino}-N-[(2S,3S)-2-(2,5-difluorophenyl)-4-oxo-2,3,4,5-tetrahydro-1,5-benzothiazepin-3-yl]-3-hydroxypropanamide), FC=1C=C(C=C(C1)F)CC(=O)N[C@@H](CO)C(=O)O (N-[(3,5-difluorophenyl)acetyl]-L-serine), N[C@@H]1[C@@H](SC2=C(NC1=O)C=CC=C2)C2=C(C=CC(=C2)F)F (cis-3-Amino-2-(2,5-difluorophenyl)-2,3-dihydro-1,5-benzothiazepin-4(5H)-one), CN1CCOCC1 (NMM), CCN=C=NCCCN(C)C.Cl (EDAC-HCl), HOBt hydrate, CN1CCOCC1 (NMM). Solvent: ClCCl (dichloromethane). Conditions: time 5 minute. Product: FC=1C=C(C=C(C1)F)CC(=O)N[C@H](C(=O)N[C@H]1[C@H](SC2=C(NC1=O)C=CC=C2)C2=C(C=CC(=C2)F)F)CO ((2S)-2-{[(3,5-Difluorophenyl)acetyl]amino}-N-[(2R,3R)-2-(2,5-difluorophenyl)-4-oxo-2,3,4,5-tetrahydro-1,5-benzothiazepin-3-yl]-3-hydroxypropanamide). Reaction SMILES: FC1C=C(CC(N[C@H](C(O)=O)CO)=O)C=C(F)C=1.N[C@H]1C(=O)NC2C=CC=CC=2S[C@H]1C1C=C(F)C=CC=1F.CN1CCOCC1.CCN=C=NCCCN(C)C.Cl.[F:59][C:60]1[CH:61]=[C:62]([CH2:67][C:68]([NH:70][C@@H:71]([CH2:95][OH:96])[C:72]([NH:74][C@H:75]2[C:81](=[O:82])[NH:80][C:79]3[CH:83]=[CH:84][CH:85]=[CH:86][C:78]=3[S:77][C@H:76]2[C:87]2[CH:92]=[C:91]([F:93])[CH:90]=[CH:89][C:88]=2[F:94])=[O:73])=[O:69])[CH:63]=[C:64]([F:66])[CH:65]=1>ClCCl>[F:59][C:60]1[CH:61]=[C:62]([CH2:67][C:68]([NH:70][C@@H:71]([CH2:95][OH:96])[C:72]([NH:74][C@@H:75]2[C:81](=[O:82])[NH:80][C:79]3[CH:83]=[CH:84][CH:85]=[CH:86][C:78]=3[S:77][C@@H:76]2[C:87]2[CH:92]=[C:91]([F:93])[CH:90]=[CH:89][C:88]=2[F:94])=[O:73])=[O:69])[CH:63]=[C:64]([F:66])[CH:65]=1 |f:3.4|. Procedure details: To a solution N-[(3,5-difluorophenyl)acetyl]-L-serine (4b) (75 mg) in dichloromethane (15 mL) at 0° C. under N2, was added racemic 2,3-cis-3-amino-2-(2,5-difluorophenyl)-2,3-dihydro-1,5-benzothiazepin-4(5H)-one-HCl (1d) (100 mg) followed by the HOBt-hydrate (97 mg) and NMM (32 μL). Reaction stirred for 5 min. and then added EDAC-HCl (84 mg) and NMM (50 μL). The reaction mixture was stirred 2H at 0° C. under N2, concentrated in vacuo and partitioned between water (100 mL) and ethyl acetate (125 m...